Task: describe an organic reaction: reactants, conditions, products, and yield. Dataset: the Open Reaction Database (ORD), a public repository of structured organic reaction records The reactants are NC1=C(C=C(C=N1)P(OC)(OC)=O)C1=CC=C(C=C1)N (dimethyl (6-amino-5-(4-aminophenyl)pyridin-3-yl)phosphonate), N(=C=O)C1=CC(=CC=C1)C(F)(F)F (1-isocyanato-3-(trifluoromethyl)benzene). The solvent is CN(C)C=O (DMF), C(C)(=O)OCC (ethyl acetate). Yields the product NC1=C(C=C(C=N1)P(OC)(OC)=O)C1=CC=C(C=C1)NC(=O)NC1=CC(=CC=C1)C(F)(F)F (dimethyl (6-amino-5-(4-(3-(3-(trifluoromethyl)phenyl)ureido)phenyl)pyridin-3-yl)phosphonate). RXN SMILES: [NH2:1][C:2]1[N:7]=[CH:6][C:5]([P:8](=[O:13])([O:11][CH3:12])[O:9][CH3:10])=[CH:4][C:3]=1[C:14]1[CH:19]=[CH:18][C:17]([NH2:20])=[CH:16][CH:15]=1.[N:21]([C:24]1[CH:29]=[CH:28][CH:27]=[C:26]([C:30]([F:33])([F:32])[F:31])[CH:25]=1)=[C:22]=[O:23]>CN(C=O)C.C(OCC)(=O)C>[NH2:1][C:2]1[N:7]=[CH:6][C:5]([P:8](=[O:13])([O:11][CH3:12])[O:9][CH3:10])=[CH:4][C:3]=1[C:14]1[CH:19]=[CH:18][C:17]([NH:20][C:22]([NH:21][C:24]2[CH:29]=[CH:28][CH:27]=[C:26]([C:30]([F:31])([F:32])[F:33])[CH:25]=2)=[O:23])=[CH:16][CH:15]=1. Reported procedure: The reaction mixture of dimethyl (6-amino-5-(4-aminophenyl)pyridin-3-yl)phosphonate (30 mg, 0.10 mmol, 1 eq) and 1-isocyanato-3-(trifluoromethyl)benzene (0.018 mL, 1.2 eq) in anhydrous DMF (0.5 mL) under anhydrous nitrogen atmosphere was stirred at room temperature for an hour. It was then diluted with ethyl acetate, washed sequentially with aqueous ammonium chloride, saturated aqueous sodium bicarbonate, brine, and lastly dried with anhydrous sodium sulfate. The upper clear solution was decante... Starting materials: O=S(=O)(O)Cl, Nc1ncccn1, O, O=S(Cl)Cl. The product is Nc1ncc(S(=O)(=O)Cl)cn1. RXN SMILES: [Cl:1][S:2](=[O:3])(=[O:4])[OH:5].[NH2:6][c:7]1[n:8][cH:9][cH:10][cH:11][n:12]1.[OH2:17].[S:13]([Cl:14])([Cl:15])=[O:16]>>[Cl:1][S:2](=[O:3])(=[O:5])[c:10]1[cH:9][n:8][c:7]([NH2:6])[n:12][cH:11]1. Starting materials: BrC1=CC=C2C=C(C(=C(C2=C1)C1=CC=C(C=C1)Cl)C(C(=O)OCC)OC(C)(C)C)C (ethyl 2-(7-bromo-1-(4-chlorophenyl)-3-methylnaphthalen-2-yl)-2-tert-butoxyacetate), COC1=CC=C(COC(C(=O)OCC)C2=C(C3=CC=CC=C3C(=C2C)Br)O)C=C1 (ethyl 2-(4-methoxybenzyloxy)-2-(4-bromo-1-hydroxy-3-methylnaphthalen-2-yl)acetate). The product is BrC1=C(C(=C(C2=CC=CC=C12)C1=CC=C(C=C1)Cl)C(C(=O)OCC)OC(C)(C)C)C (ethyl 2-(4-bromo-1-(4-chlorophenyl)-3-methylnaphthalen-2-yl)-2-tert-butoxyacetate). RXN SMILES: Br[C:2]1[CH:11]=[C:10]2[C:5]([CH:6]=[C:7]([CH3:30])[C:8]([CH:19]([O:25][C:26]([CH3:29])([CH3:28])[CH3:27])[C:20]([O:22][CH2:23][CH3:24])=[O:21])=[C:9]2[C:12]2[CH:17]=[CH:16][C:15]([Cl:18])=[CH:14][CH:13]=2)=[CH:4][CH:3]=1.COC1C=CC(COC(C2C(C)=C([Br:56])C3C(=CC=CC=3)C=2O)C(OCC)=O)=CC=1>>[Br:56][C:6]1[C:5]2[C:10](=[CH:11][CH:2]=[CH:3][CH:4]=2)[C:9]([C:12]2[CH:17]=[CH:16][C:15]([Cl:18])=[CH:14][CH:13]=2)=[C:8]([CH:19]([O:25][C:26]([CH3:29])([CH3:28])[CH3:27])[C:20]([O:22][CH2:23][CH3:24])=[O:21])[C:7]=1[CH3:30]. Procedure: Ethyl 2-(4-bromo-1-(4-chlorophenyl)-3-methylnaphthalen-2-yl)-2-tert-butoxyacetate (125) was prepared in a similar manner as ethyl 2-(7-bromo-1-(4-chlorophenyl)-3-methylnaphthalen-2-yl)-2-tert-butoxyacetate of Example 67 except using ethyl 2-(4-methoxybenzyloxy)-2-(4-bromo-1-hydroxy-3-methylnaphthalen-2-yl)acetate. 1H NMR (400 MHz, CDCl3) δ 8.39 (d, J=8.6 Hz, 1H), 7.57-7.42 (m, 4H), 7.36-7.24 (m, 3H), 5.16 (s, 1H), 4.24-4.09 (m, 2H), 2.75 (s, 3H), 1.23 (t, J=7.1 Hz, 3H), 1.00 (s, 9H). Reactants: C[N+]1(CCOCC1)[O-] (N-methylmorpholine-N-oxide), resultant mixture, C(C=C)N(C(OC(C)(C)C)=O)CC#CC (tert-butyl allyl(but-2-yn-1-yl)carbamate). Reagents/catalysts: [CH-]=O.[CH-]=O.[C-]#[O+].[C-]#[O+].[C-]#[O+].[C-]#[O+].[C-]#[O+].[C-]#[O+].[Co].[Co+2] (Dicobalt octacarbonyl). The solvent is ClCCl (dichloromethane). Reaction conditions: time 1.5 hour. Yields the product CC=1C(CC2C1CN(C2)C(=O)OC(C)(C)C)=O (tert-butyl 6-methyl-5-oxo-3,3a,4,5-tetrahydrocyclopenta[c]pyrrole-2(1H)-carboxylate). The yield is 63.2%. Reaction SMILES: [CH2:1]([N:4]([CH2:12][C:13]#[C:14][CH3:15])[C:5](=[O:11])[O:6][C:7]([CH3:10])([CH3:9])[CH3:8])[CH:2]=[CH2:3].C[N+]1([O-])CC[O:20][CH2:19]C1>ClCCl.[CH-]=O.[CH-]=O.[C-]#[O+].[C-]#[O+].[C-]#[O+].[C-]#[O+].[C-]#[O+].[C-]#[O+].[Co].[Co+2]>[CH3:15][C:14]1[C:19](=[O:20])[CH2:3][CH:2]2[CH2:1][N:4]([C:5]([O:6][C:7]([CH3:8])([CH3:9])[CH3:10])=[O:11])[CH2:12][C:13]=12 |f:3.4.5.6.7.8.9.10.11.12|. Procedure: Dicobalt octacarbonyl (28.1 g, 82 mmol) was added to a solution of tert-butyl allyl(but-2-yn-1-yl)carbamate (16.4 g, 78 mmol) in dichloromethane (700 mL) at room temperature. The resulting mixture was and stirred under nitrogen for 1.5 h at room temperature, then cooled to 0° C. N-methylmorpholine-N-oxide (55.1 g, 470 mmol) was added in small portions over 1 h. The resultant mixture was stirred at 0° C. for 1 h, at ambient temperature for 2 h and filtered through a silica gel pad. The filter cak...